This data is from the Open Reaction Database (ORD), a public repository of structured organic reaction records. The task is: describe an organic reaction: reactants, conditions, products, and yield Procedure: Ethyl 3-fluoro-4-nitro-5-benzyloxyphenylacetate (1.54 g, 4.62 mmol) and 10% palladium-carbon (122 mg) were subjected to catalytic hydrogenation for 20 hours under normal pressure while stirring at room temperature in EtOH (20 ml). From the reaction mixture, the catalyst was filtered off. The filtrate was distilled under reduced pressure to remove the solvent. The residue was purified by chromatography on a silica gel column, whereby from ethyl acetate/hexane (1/2) eluate fractions, ethyl 4-amino... Reactants: FC=1C=C(C=C(C1[N+](=O)[O-])OCC1=CC=CC=C1)CC(=O)OCC (Ethyl 3-fluoro-4-nitro-5-benzyloxyphenylacetate). The product is NC1=C(C=C(C=C1O)CC(=O)OCC)F (ethyl 4-amino-3-fluoro-5-hydroxyphenylacetate). The solvent is CCO (EtOH). Isolated yield 64.9%. RXN SMILES: [F:1][C:2]1[CH:3]=[C:4]([CH2:19][C:20]([O:22][CH2:23][CH3:24])=[O:21])[CH:5]=[C:6]([O:11]CC2C=CC=CC=2)[C:7]=1[N+:8]([O-])=O>CCO.[C].[Pd]>[NH2:8][C:7]1[C:6]([OH:11])=[CH:5][C:4]([CH2:19][C:20]([O:22][CH2:23][CH3:24])=[O:21])=[CH:3][C:2]=1[F:1] |f:2.3|. Reagents/catalysts: [C].[Pd] (palladium-carbon).